Dataset: the Open Reaction Database (ORD), a public repository of structured organic reaction records. Task: describe an organic reaction: reactants, conditions, products, and yield Starting materials: C(C)(C)(C)OC(N[C@H](CO[Si](C1=CC=CC=C1)(C1=CC=CC=C1)C(C)(C)C)CCCCO)=O (tert-butyl[(2S)-1-{[tert-butyl(diphenyl)silyl]oxy}-6-hydroxyhexan-2-yl]carbamate), Cl (HCl), residue, C(CC(C)C)=O (isovaleraldehyde), C(C)(=O)O (acetic acid), C(#N)[BH3-].[Na+] (Sodium cyanoborohydride). Run in O1CCOCC1 (dioxane), CO (methanol). Conditions: time 1 hour. Yields the product [Si](C1=CC=CC=C1)(C1=CC=CC=C1)(C(C)(C)C)OC[C@H](CCCCO)NCCC(C)C ((5S)-6-{[tert-butyl(diphenyl)silyl]oxy}-5-[(3-methylbutyl)amino]hexan-1-ol). As a reaction SMILES: C(O[C:6](=O)[NH:7][C@@H:8]([CH2:28][CH2:29][CH2:30][CH2:31][OH:32])[CH2:9][O:10][Si:11]([C:24]([CH3:27])([CH3:26])[CH3:25])([C:18]1[CH:23]=[CH:22][CH:21]=[CH:20][CH:19]=1)[C:12]1[CH:17]=[CH:16][CH:15]=[CH:14][CH:13]=1)(C)(C)C.Cl.C(=O)[CH2:36][CH:37]([CH3:39])[CH3:38].C(O)(=O)C.C([BH3-])#N.[Na+]>O1CCOCC1.CO>[Si:11]([O:10][CH2:9][C@@H:8]([NH:7][CH2:6][CH2:36][CH:37]([CH3:39])[CH3:38])[CH2:28][CH2:29][CH2:30][CH2:31][OH:32])([C:24]([CH3:26])([CH3:27])[CH3:25])([C:12]1[CH:17]=[CH:16][CH:15]=[CH:14][CH:13]=1)[C:18]1[CH:23]=[CH:22][CH:21]=[CH:20][CH:19]=1 |f:4.5|. Reported procedure: Material from Step 4 (9.8 g, 20.78 mmol) was dissolved in a solution of 4 M HCl (51.9 mL, 208 mmol) in dioxane. The reaction mixture was stirred at room temperature for 1 hour. It was concentrated in vacuo, then dichloromethane was added and concentrated again in vacuo. The residue (1.75 g, 4.29 mmol) was dissolved in methanol (30 mL), and isovaleraldehyde (0.35 mL, 4.50 mmol) and acetic acid (0.25 mL, 4.29 mmol) were added. The reaction mixture was stirred at room temperature for 30 minutes. So... Starting materials: CCCC(=O)Nc1nc2ccc(OS(=O)(=O)c3ccc(F)cc3)cc2s1, CN1CCCC1=O, Cl, CC(C)(O)CN, C1COCCO1. The product is CCCC(=O)Nc1nc2ccc(OS(=O)(=O)c3ccc(NCC(C)(C)O)cc3)cc2s1, Cl. As a reaction SMILES: [C:1]([CH2:2][CH2:3][CH3:4])(=[O:5])[NH:6][c:7]1[s:8][c:9]2[c:10]([n:11]1)[cH:12][cH:13][c:14]([O:16][S:17](=[O:18])(=[O:19])[c:20]1[cH:21][cH:22][c:23]([F:26])[cH:24][cH:25]1)[cH:15]2.[CH3:34][N:35]1[CH2:36][CH2:37][CH2:38][C:39]1=[O:40].[ClH:33].[NH2:27][CH2:28][C:29]([CH3:30])([OH:31])[CH3:32].[O:41]1[CH2:42][CH2:43][O:44][CH2:45][CH2:46]1>>[C:1]([CH2:2][CH2:3][CH3:4])(=[O:5])[NH:6][c:7]1[s:8][c:9]2[c:10]([n:11]1)[cH:12][cH:13][c:14]([O:16][S:17](=[O:18])(=[O:19])[c:20]1[cH:21][cH:22][c:23]([NH:27][CH2:28][C:29]([CH3:30])([OH:31])[CH3:32])[cH:24][cH:25]1)[cH:15]2.[ClH:33]. The reactants are CC(C)(C)OC(=O)CCc1cccc(-c2nc(=O)c3ccc(F)cc3s2)n1, O=C(O)C(F)(F)F. Yields the product O=C(O)CCc1cccc(-c2nc(=O)c3ccc(F)cc3s2)n1. As a reaction SMILES: [F:1][c:2]1[cH:3][c:4]2[c:5]([c:6](=[O:25])[n:7][c:8](-[c:10]3[cH:11][cH:12][cH:13][c:14]([CH2:16][CH2:17][C:18](=[O:19])[O:20][C:21]([CH3:22])([CH3:23])[CH3:24])[n:15]3)[s:9]2)[cH:26][cH:27]1.[OH:28][C:29]([C:30]([F:31])([F:32])[F:33])=[O:34]>>[F:1][c:2]1[cH:3][c:4]2[c:5]([c:6](=[O:25])[n:7][c:8](-[c:10]3[cH:11][cH:12][cH:13][c:14]([CH2:16][CH2:17][C:18](=[O:19])[OH:20])[n:15]3)[s:9]2)[cH:26][cH:27]1. The reactants are CCN(CC)c1ccc(C(COc2ccc(C(=O)OC)c(O)c2)=NO)cc1C(C)(C)C, CS(C)=O, [Na+], [OH-]. Product: CCN(CC)c1ccc(C(COc2ccc(C(=O)O)c(O)c2)=NO)cc1C(C)(C)C. As a reaction SMILES: [C:1]([CH3:2])([CH3:3])([CH3:4])[c:5]1[cH:6][c:7]([C:16]([CH2:17][O:18][c:19]2[cH:20][c:21]([OH:29])[c:22]([C:23](=[O:24])[O:25][CH3:26])[cH:27][cH:28]2)=[N:30][OH:31])[cH:8][cH:9][c:10]1[N:11]([CH2:12][CH3:13])[CH2:14][CH3:15].[CH3:34][S:35]([CH3:36])=[O:37].[Na+:33].[OH-:32]>>[C:1]([CH3:2])([CH3:3])([CH3:4])[c:5]1[cH:6][c:7]([C:16]([CH2:17][O:18][c:19]2[cH:20][c:21]([OH:29])[c:22]([C:23](=[O:24])[OH:25])[cH:27][cH:28]2)=[N:30][OH:31])[cH:8][cH:9][c:10]1[N:11]([CH2:12][CH3:13])[CH2:14][CH3:15]. Starting materials: CCNCC, CC1(C(=O)O)CSSC1, CCCCCCC, CCOC(C)=O, CCN(C(C)C)C(C)C, O=C(Cl)C(=O)Cl, ClCCl, CN(C)C=O. The product is CCN(CC)C(=O)C1(C)CSSC1. RXN SMILES: [CH2:16]([CH3:17])[NH:18][CH2:19][CH3:20].[CH3:1][C:2]1([C:7](=[O:8])[OH:9])[CH2:3][S:4][S:5][CH2:6]1.[CH3:33][CH2:34][CH2:35][CH2:36][CH2:37][CH2:38][CH3:39].[CH3:40][CH2:41][O:42][C:43]([CH3:44])=[O:45].[CH:21]([N:22]([CH:23]([CH3:24])[CH3:25])[CH2:26][CH3:27])([CH3:28])[CH3:29].[Cl:10][C:11]([C:12]([Cl:13])=[O:14])=[O:15].[Cl:30][CH2:31][Cl:32].[O:46]=[CH:47][N:48]([CH3:49])[CH3:50]>>[CH3:1][C:2]1([C:7](=[O:9])[N:18]([CH2:16][CH3:17])[CH2:19][CH3:20])[CH2:3][S:4][S:5][CH2:6]1. Starting materials: Cn1c(=O)c2[nH]cnc2n(C)c1=O, CO, OCCCCCCCCl, [Na+], [OH-], O. Yields the product Cn1c(=O)c2c(ncn2CCCCCCCO)n(C)c1=O. Reaction SMILES: [CH3:1][n:2]1[c:3]2[n:4][cH:5][nH:6][c:7]2[c:8](=[O:9])[n:10]([CH3:11])[c:12]1=[O:13].[CH3:26][OH:27].[Cl:16][CH2:17][CH2:18][CH2:19][CH2:20][CH2:21][CH2:22][CH2:23][OH:24].[Na+:15].[OH-:14].[OH2:25]>>[CH3:1][n:2]1[c:3]2[n:4][cH:5][n:6]([CH2:17][CH2:18][CH2:19][CH2:20][CH2:21][CH2:22][CH2:23][OH:24])[c:7]2[c:8](=[O:9])[n:10]([CH3:11])[c:12]1=[O:13]. The solvent is N1CCCC1 (Pyrollidine). The product is C#CCCCCCC#CC#CCCCCCCCC (Nonadeca-1,8,10-triyne). RXN SMILES: [CH:1]#[C:2][CH2:3][CH2:4][CH2:5][CH2:6][CH2:7][C:8]#[CH:9].I[C:11]#[C:12][CH2:13][CH2:14][CH2:15][CH2:16][CH2:17][CH2:18][CH2:19][CH3:20]>[Cu]I.N1CCCC1>[CH:1]#[C:2][CH2:3][CH2:4][CH2:5][CH2:6][CH2:7][C:8]#[C:9][C:11]#[C:12][CH2:13][CH2:14][CH2:15][CH2:16][CH2:17][CH2:18][CH2:19][CH3:20]. Reported procedure: Pyrollidine (20 mL) and CuI (0.65 g, 3.42 mmol) were added to a nitrogen flushed reaction vessel. Nona-1,8-diyne (1.58 g, 13.17 mmol) was added via syringe. 1-Iodo-1decyne (2.26 g, 8.53 mmol) was added via syringe dropwise to the solution over ten minutes. The reaction was stirred under nitrogen for 24 h. The reaction mix was then quenched with ammonium chloride (10 mL), separated with diethyl ether, and dried with anhydrous magnesium sulfate. Nonadeca-1,8,10-triyne was then isolated using silic... Reagents/catalysts: [Cu]I (CuI). Reactants: C#CCCCCCC#C (Nona-1,8-diyne), IC#CCCCCCCCC (1-Iodo-1decyne). Reaction conditions: time 24 hour.